Task: describe an organic reaction: reactants, conditions, products, and yield. Dataset: the Open Reaction Database (ORD), a public repository of structured organic reaction records Reactants: ClC=1C=CC=2N(N1)C=C(N2)C=2C=CC(=C(N)C2)CC (5-(6-chloroimidazo[1,2-b]pyridazin-2-yl)-2-ethylaniline), C(C)#N (acetonitrile), N1=CC=CC=C1 (pyridine), CC(C(=O)Cl)(C)C (trimethylacetyl chloride). Solvent: O (water). The product is ClC=1C=CC=2N(N1)C=C(N2)C=2C=CC(=C(C2)NC(C(C)(C)C)=O)CC (N-(5-(6-chloroimidazo[1,2-b]pyridazin-2-yl)-2-ethylphenyl)pivalamide). Yield: 92.1%. RXN SMILES: [Cl:1][C:2]1[CH:3]=[CH:4][C:5]2[N:6]([CH:8]=[C:9]([C:11]3[CH:12]=[CH:13][C:14]([CH2:18][CH3:19])=[C:15]([CH:17]=3)[NH2:16])[N:10]=2)[N:7]=1.C(#N)C.N1C=CC=CC=1.[CH3:29][C:30]([CH3:35])([CH3:34])[C:31](Cl)=[O:32]>O>[Cl:1][C:2]1[CH:3]=[CH:4][C:5]2[N:6]([CH:8]=[C:9]([C:11]3[CH:12]=[CH:13][C:14]([CH2:18][CH3:19])=[C:15]([NH:16][C:31](=[O:32])[C:30]([CH3:35])([CH3:34])[CH3:29])[CH:17]=3)[N:10]=2)[N:7]=1. Reported procedure: A flask is charged with 5-(6-chloroimidazo[1,2-b]pyridazin-2-yl)-2-ethylaniline (4.00 g, 0.0146 mol), acetonitrile (120 mL) and pyridine (3.54 mL, 0.0438 mol). The mixture is stirred and trimethylacetyl chloride (1.98 mL, 0.0161 mol) is added and the mixture stirred for 16 hr at room temp. When the reaction is complete the mixture is diluted with water (500 mL) and stirred for 1 hour, and solid collected, washed with water (3×50 mL). Crude product is purified by silica gel chromatography (0-50% ... The reactants are BrC1=CC=C(S1)C1=NN(C=C1)C (3-(5-bromothiophen-2-yl)-1-methyl-1H-pyrazole), CS(=O)(=O)C=1C=C(C=CC1)B(O)O (3-methanesulfonyl-phenylboronic acid), C(=O)([O-])[O-].[K+].[K+] (K2CO3), Cl2Pd(dppf). Run at temperature 85 celsius, time 6 hour. Product: CS(=O)(=O)C=1C=C(C=CC1)C1=CC=C(S1)C1=NN(C=C1)C (3-[5-(3-methanesulfonyl-phenyl)-thiophen-2-yl]-1-methyl-1H-pyrazole). Yield: 41.6%. As a reaction SMILES: Br[C:2]1[S:6][C:5]([C:7]2[CH:11]=[CH:10][N:9]([CH3:12])[N:8]=2)=[CH:4][CH:3]=1.[CH3:13][S:14]([C:17]1[CH:18]=[C:19](B(O)O)[CH:20]=[CH:21][CH:22]=1)(=[O:16])=[O:15].C([O-])([O-])=O.[K+].[K+]>>[CH3:13][S:14]([C:17]1[CH:22]=[C:21]([C:2]2[S:6][C:5]([C:7]3[CH:11]=[CH:10][N:9]([CH3:12])[N:8]=3)=[CH:4][CH:3]=2)[CH:20]=[CH:19][CH:18]=1)(=[O:16])=[O:15] |f:2.3.4|. Reported procedure: A stirred mixture of 3-(5-bromothiophen-2-yl)-1-methyl-1H-pyrazole (0.20 g, 0.83 mmol), 3-methanesulfonyl-phenylboronic acid (0.20 g, 1.0 mmol), K2CO3 (345 mg, 2.5 mmol), Cl2Pd(dppf).DCM (82 mg, 10 mol %) and H2O (0.6 mL) in dioxane (6 mL) was sparged with Argon for 5 min and then heated at 85° C. as a sealed flask. After 6 h the reaction mixture was allowed to cool to ambient temperature, filtered (Celite™) and the filter agent rinsed with EtOAc. The combined filtrates were concentrated under r... Starting materials: CCCCC12CCc3c(ccc(OCOC)c3C)C1=C(C)C(=O)C2, CO, CCOC(C)=O, Cl. The product is CCCCC12CCc3c(ccc(O)c3C)C1=C(C)C(=O)C2. As a reaction SMILES: [CH2:1]([CH2:2][CH2:3][CH3:4])[C:5]12[C:6](=[C:20]([CH3:24])[C:21](=[O:23])[CH2:22]1)[c:7]1[cH:8][cH:9][c:10]([O:16][CH2:17][O:18][CH3:19])[c:11]([CH3:15])[c:12]1[CH2:13][CH2:14]2.[CH3:26][OH:27].[CH3:28][CH2:29][O:30][C:31]([CH3:32])=[O:33].[ClH:25]>>[CH2:1]([CH2:2][CH2:3][CH3:4])[C:5]12[C:6](=[C:20]([CH3:24])[C:21](=[O:23])[CH2:22]1)[c:7]1[cH:8][cH:9][c:10]([OH:16])[c:11]([CH3:15])[c:12]1[CH2:13][CH2:14]2. The reactants are O=C(CBr)c1ccc(OCc2ccccc2)c(OCc2ccccc2)c1, CC(C)(N)CNC(=O)Cc1ccccc1, C1COCCO1. The product is Br, CC(C)(CNC(=O)Cc1ccccc1)NCC(=O)c1ccc(OCc2ccccc2)c(OCc2ccccc2)c1. As a reaction SMILES: [Br:1][CH2:2][C:3](=[O:4])[c:5]1[cH:6][c:7]([O:19][CH2:20][c:21]2[cH:22][cH:23][cH:24][cH:25][cH:26]2)[c:8]([O:11][CH2:12][c:13]2[cH:14][cH:15][cH:16][cH:17][cH:18]2)[cH:9][cH:10]1.[NH2:27][C:28]([CH2:29][NH:30][C:31]([CH2:32][c:33]1[cH:34][cH:35][cH:36][cH:37][cH:38]1)=[O:39])([CH3:40])[CH3:41].[O:42]1[CH2:43][CH2:44][O:45][CH2:46][CH2:47]1>>[BrH:1].[CH2:2]([C:3](=[O:4])[c:5]1[cH:6][c:7]([O:19][CH2:20][c:21]2[cH:22][cH:23][cH:24][cH:25][cH:26]2)[c:8]([O:11][CH2:12][c:13]2[cH:14][cH:15][cH:16][cH:17][cH:18]2)[cH:9][cH:10]1)[NH:27][C:28]([CH2:29][NH:30][C:31]([CH2:32][c:33]1[cH:34][cH:35][cH:36][cH:37][cH:38]1)=[O:39])([CH3:40])[CH3:41]. The reactants are CC(C)(C)NNC(=O)c1ccccc1, Cc1ccccc1, [Na+], [OH-], O, O=C(Cl)c1ccco1. The product is CC(C)(C)N(NC(=O)c1ccccc1)C(=O)c1ccco1. As a reaction SMILES: [C:1]([CH3:2])([CH3:3])([CH3:4])[NH:5][NH:6][C:7]([c:8]1[cH:9][cH:10][cH:11][cH:12][cH:13]1)=[O:14].[CH3:26][c:27]1[cH:28][cH:29][cH:30][cH:31][cH:32]1.[Na+:17].[OH-:16].[OH2:15].[o:18]1[c:19]([C:23](=[O:24])[Cl:25])[cH:20][cH:21][cH:22]1>>[C:1]([CH3:2])([CH3:3])([CH3:4])[N:5]([NH:6][C:7]([c:8]1[cH:9][cH:10][cH:11][cH:12][cH:13]1)=[O:14])[C:23]([c:19]1[o:18][cH:22][cH:21][cH:20]1)=[O:24]. Reactants: C1(CC1)COC=1C(=C(C=CC1OC)C=1C=C2COC(C2=CC1)=O)O (5-(3-(cyclopropylmethoxy)-2-hydroxy-4-methoxyphenyl)isobenzofuran-1(3H)-one), C([O-])([O-])=O.[K+].[K+] (potassium carbonate), C(C)OC(CBr)=O (ethylbromoacetate). Solvent: C(C)#N (acetonitrile). Conditions: temperature 80 celsius. The product is C1(CC1)COC1=C(OCC(=O)OCC)C(=CC=C1OC)C=1C=C2COC(C2=CC1)=O (Ethyl 2-(2-(cyclopropylmethoxy)-3-methoxy-6-(1-oxo-1,3-dihydroisobenzofuran-5-yl)phenoxy)acetate), crude product. Reaction SMILES: [CH:1]1([CH2:4][O:5][C:6]2[C:7]([OH:24])=[C:8]([C:14]3[CH:15]=[C:16]4[C:20](=[CH:21][CH:22]=3)[C:19](=[O:23])[O:18][CH2:17]4)[CH:9]=[CH:10][C:11]=2[O:12][CH3:13])[CH2:3][CH2:2]1.C(=O)([O-])[O-].[K+].[K+].[CH2:31]([O:33][C:34](=[O:37])[CH2:35]Br)[CH3:32]>C(#N)C>[CH:1]1([CH2:4][O:5][C:6]2[C:11]([O:12][CH3:13])=[CH:10][CH:9]=[C:8]([C:14]3[CH:15]=[C:16]4[C:20](=[CH:21][CH:22]=3)[C:19](=[O:23])[O:18][CH2:17]4)[C:7]=2[O:24][CH2:35][C:34]([O:33][CH2:31][CH3:32])=[O:37])[CH2:3][CH2:2]1 |f:1.2.3|. Reported procedure: To a stirring solution of 5-(3-(cyclopropylmethoxy)-2-hydroxy-4-methoxyphenyl)isobenzofuran-1(3H)-one (250 mg, 0.766 mmol) in acetonitrile (20 mL) was added potassium carbonate (312 mg, 2.3 mmol) and ethylbromoacetate (256 mg, 1.533 mmol) and the reaction mixture was heated to 80° C. for 16 h. The reaction mixture was cooled to RT and filtered through celite. The filtrate was concentrated under reduced pressure to afford Ethyl 2-(2-(cyclopropylmethoxy)-3-methoxy-6-(1-oxo-1,3-dihydroisobenzofuran... Starting materials: C(C)(C)(C)O[K] (tBuOK), C1COCCOCCOCCOCCOCCO1 (18-crown-6), CN(C)CC[C@@H](C=1SC=CC1)OC1=CC=CC2=CC=CC=C12 ((S)-N,N-dimethyl-3-(naphthyloxy)-3-(2-thienyl)propylamine). Run in S1(=O)(=O)CCCC1 (sulfolane). Reaction conditions: temperature 110 celsius. Yields the product CN(C)CCC(C=1SC=CC1)OC1=CC=CC2=CC=CC=C12 ((RS)-N,N-dimethyl-3-(naphthyloxy)-3-(2-thienyl)propylamine). RXN SMILES: C(O[K])(C)(C)C.C1OCCOCCOCCOCCOCCOC1.[CH3:25][N:26]([CH2:28][CH2:29][C@H:30]([O:36][C:37]1[C:46]2[C:41](=[CH:42][CH:43]=[CH:44][CH:45]=2)[CH:40]=[CH:39][CH:38]=1)[C:31]1[S:32][CH:33]=[CH:34][CH:35]=1)[CH3:27]>S1(CCCC1)(=O)=O>[CH3:25][N:26]([CH2:28][CH2:29][CH:30]([O:36][C:37]1[C:46]2[C:41](=[CH:42][CH:43]=[CH:44][CH:45]=2)[CH:40]=[CH:39][CH:38]=1)[C:31]1[S:32][CH:33]=[CH:34][CH:35]=1)[CH3:27]. Procedure details: tBuOK (16.8 g), and 18-crown-6 (0.25 g) are added to a solution of (S)-N,N-dimethyl-3-(naphthyloxy)-3-(2-thienyl)propylamine (31 g) in sulfolane (100 ml), bubbled with a moderate stream of nitrogen, and the mixture is stirred and heated at 110° C. for 2 hours. After cooling down to lab temperature, the mixture is diluted with water (300 ml) and the racemic product is extracted with toluene. After evaporation, 25 g (81%) of RS)-N-methyl-3-(naphthyloxy)-3-(2-thienyl)propylamine is obtained. The reactants are BrC=1C=CC2=C(C=C(CCN2C2=CC=CC=C2)C(=O)OC)C1 (methyl 7-bromo-1-phenyl-2,3-dihydro-1H-1-benzazepine-4-carboxylate), ClS(=O)(=O)O (chlorosulfonic acid), CN (methylamine). Run in ClCCl (dichloromethane), O (water). Reaction conditions: time 1 hour. The product is BrC=1C=CC2=C(C=C(CCN2C2=CC=C(C=C2)S(NC)(=O)=O)C(=O)OC)C1 (methyl 7-bromo-1-(N-methyl-4-sulfamoylphenyl)-2,3-dihydro-1H-1-benzazepine-4-carboxylate). Reaction SMILES: [Br:1][C:2]1[CH:3]=[CH:4][C:5]2[N:11]([C:12]3[CH:17]=[CH:16][CH:15]=[CH:14][CH:13]=3)[CH2:10][CH2:9][C:8]([C:18]([O:20][CH3:21])=[O:19])=[CH:7][C:6]=2[CH:22]=1.Cl[S:24]([OH:27])(=O)=[O:25].[CH3:28][NH2:29]>ClCCl.O>[Br:1][C:2]1[CH:3]=[CH:4][C:5]2[N:11]([C:12]3[CH:17]=[CH:16][C:15]([S:24](=[O:27])(=[O:25])[NH:29][CH3:28])=[CH:14][CH:13]=3)[CH2:10][CH2:9][C:8]([C:18]([O:20][CH3:21])=[O:19])=[CH:7][C:6]=2[CH:22]=1. Reported procedure: In dichloromethane (20 ml) was dissolved methyl 7-bromo-1-phenyl-2,3-dihydro-1H-1-benzazepine-4-carboxylate (1 g). Under ice-cooling, to the solution was added dropwise chlorosulfonic acid (0.93 ml). The mixture was stirred at room temperature for 1 hour, and the reaction solution was added dropwise to 40% methylamine solution in water (25 ml) under ice-cooling. The mixture was stirred at room temperature overnight, concentrated and extracted with ethyl acetate. The organic layer was washed with...